Dataset: the Open Reaction Database (ORD), a public repository of structured organic reaction records. Task: describe an organic reaction: reactants, conditions, products, and yield Starting materials: RuCl[(R)-dm-segphos][(S)-daipen], C1(CCCC2=CC=CC=C12)=O (1-tetralone), C1(CCCC2=CC=CC=C12)=O (1-tetralone), CC(C)(C)[O-].[K+] (t-BuOK). The solvent is CC(C)O (2-propanol), CC(C)O (2-propanol). Reaction conditions: temperature 25 celsius, time 15 hour. The product is [C@@H]1(CCCC2=CC=CC=C12)O ((S)-1,2,3,4-tetrahydro-1-naphthol). Reaction SMILES: [C:1]1(=[O:11])[C:10]2[C:5](=[CH:6][CH:7]=[CH:8][CH:9]=2)[CH2:4][CH2:3][CH2:2]1.CC([O-])(C)C.[K+]>CC(O)C>[C@@H:1]1([OH:11])[C:10]2[C:5](=[CH:6][CH:7]=[CH:8][CH:9]=2)[CH2:4][CH2:3][CH2:2]1 |f:1.2|. Procedure: To a 100 mL autoclave with a stirrer, RuCl[(R)-dm-segphos][(S)-daipen] obtained from Example 5 above (3.5 mg, 0.003 mol, 1/1,000 molar fold of 1-tetralone) were added. After purging with nitrogen, 2-propanol (3 mL), 1-tetralone (439 mg, 3 mmol) and 2-propanol solution of t-BuOK (0.1 mol/L, 0.3 mL, 0.03 mmol) were added. Subsequently, purging with hydrogen, the mixture was stirred at 25° C. for 15 hours under hydrogen pressure of 1 MPa. As a result of analysis of the reaction solution by using ga... Starting materials: [N+](=O)([O-])C1=CC=C(C=C1)C1CCNCC1 (4-(4-nitrophenyl) piperidine), [N+](=O)([O-])C1=CC=C(C=C1)C1CCNCC1 (4-(4-nitrophenyl) piperidine), [H][H] (hydrogen). Reagents/catalysts: [Ni] (Raney Nickel). The solvent is C(C)(=O)OCC (ethyl acetate). The product is NC1=CC=C(C=C1)C1CCNCC1 (4-(4-aminophenyl) piperidine). The yield is 72.9%. Reaction SMILES: [N+:1]([C:4]1[CH:9]=[CH:8][C:7]([CH:10]2[CH2:15][CH2:14][NH:13][CH2:12][CH2:11]2)=[CH:6][CH:5]=1)([O-])=O.[H][H]>C(OCC)(=O)C.[Ni]>[NH2:1][C:4]1[CH:9]=[CH:8][C:7]([CH:10]2[CH2:11][CH2:12][NH:13][CH2:14][CH2:15]2)=[CH:6][CH:5]=1. Procedure details: A solution of the 4-(4-nitrophenyl) piperidine (29.3 g, 0.144 mol) obtained in (i) in ethyl acetate (150 ml) was hydrogenated at 3 atmospheres over Raney Nickel (5 g) until uptake of hydrogen ceased. Evaporation afforded a brown oil which was crystallised from ether to give the desired product as light yellow crystals (18.5 g, 74% yield), M.pt. 85°-87° C. Starting materials: IC1=C(C(=O)NC)C=CN=C1 (3-iodo-N-methyl-isonicotinamide), C([O-])([O-])=O.[Na+].[Na+] (sodium carbonate), C1(=C(C=CC=C1)B(O)O)C (o-tolylboronic acid). Reagents/catalysts: C=1C=CC(=CC1)[P](C=2C=CC=CC2)(C=3C=CC=CC3)[Pd]([P](C=4C=CC=CC4)(C=5C=CC=CC5)C=6C=CC=CC6)([P](C=7C=CC=CC7)(C=8C=CC=CC8)C=9C=CC=CC9)[P](C=1C=CC=CC1)(C=1C=CC=CC1)C=1C=CC=CC1 (tetrakis(triphenylphosphine)palladium(0)). Run in C1(=CC=CC=C1)C (toluene), O (water). Conditions: temperature 80 celsius. Product: CNC(C1=C(C=NC=C1)C1=C(C=CC=C1)C)=O (N-Methyl-3-o-tolyl-isonicotinamide). The yield is 88.6%. As a reaction SMILES: I[C:2]1[CH:11]=[N:10][CH:9]=[CH:8][C:3]=1[C:4]([NH:6][CH3:7])=[O:5].C(=O)([O-])[O-].[Na+].[Na+].[C:18]1([CH3:27])[CH:23]=[CH:22][CH:21]=[CH:20][C:19]=1B(O)O>C1(C)C=CC=CC=1.O.C1C=CC([P]([Pd]([P](C2C=CC=CC=2)(C2C=CC=CC=2)C2C=CC=CC=2)([P](C2C=CC=CC=2)(C2C=CC=CC=2)C2C=CC=CC=2)[P](C2C=CC=CC=2)(C2C=CC=CC=2)C2C=CC=CC=2)(C2C=CC=CC=2)C2C=CC=CC=2)=CC=1>[CH3:7][NH:6][C:4](=[O:5])[C:3]1[CH:8]=[CH:9][N:10]=[CH:11][C:2]=1[C:19]1[CH:20]=[CH:21][CH:22]=[CH:23][C:18]=1[CH3:27] |f:1.2.3,^1:39,41,60,79|. Procedure details: To a suspension of 450 mg (1.7 mmol) 3-iodo-N-methyl-isonicotinamide in 10 ml toluene were added successively 60 mg (0.05 mmol) tetrakis(triphenylphosphine)palladium(0), 2.5 ml 2 M sodium carbonate solution in water and 342 mg (2.5 mmol) o-tolylboronic acid. The mixture was heated under argon at 80° C. for 20 h. The aqueous layer was separated and washed twice with toluene. The combined organic layers were washed with brine, dried (magnesium sulfate) and evaporated. Chromatography of the residue... Reactants: [Mg] (magnesium), BrC1=CC=C(C=C1)OC (p-bromoanisole), ClCl (Cl2), BrC1=C(C=CC(=C1)CC)OC (2-bromo-4-ethylanisole), BrC1=C(C=CC(=C1)CC)OC (2-bromo-4-ethylanisole), O.[Cl-].[NH4+] (ammonium chloride water). The reagents and catalysts are [Ni](Cl)Cl (nickel chloride). The solvent is O1CCCC1 (tetrahydrofuran), O1CCCC1 (THF), O1CCCC1 (THF). Reaction conditions: time 2 hour. The product is C(C)C=1C=CC(=C(C1)C1=CC=C(C=C1)OC)OC (5-ethyl-2,4'-dimethoxy-biphenyl). RXN SMILES: [Mg].Br[C:3]1[CH:8]=[C:7]([CH2:9][CH3:10])[CH:6]=[CH:5][C:4]=1[O:11][CH3:12].Br[C:14]1[CH:19]=[CH:18][C:17]([O:20][CH3:21])=[CH:16][CH:15]=1.ClCl.O.[Cl-].[NH4+]>O1CCCC1.[Ni](Cl)Cl>[CH2:9]([C:7]1[CH:6]=[CH:5][C:4]([O:11][CH3:12])=[C:3]([C:14]2[CH:19]=[CH:18][C:17]([O:20][CH3:21])=[CH:16][CH:15]=2)[CH:8]=1)[CH3:10] |f:4.5.6|. Procedure: A mixture was prepared by suspending 7.2 g of metallic magnesium into 40 ml of tetrahydrofuran (THF). The mixture, wherein 1 ml of 2-bromo-4-ethylanisole was added, was stirred at room temperature. After an exothermic reaction occurred, the reaction mixture was diluted with 100 ml of THF, followed by dropwise addition of the solution which was prepared by dissolving 63.5 g of 2-bromo-4-ethylanisole into 160 ml of THF. The addition was took 2 hours. The reaction mixture was stirred for 1 hour, re... Reported procedure: A solution of methyl 4-ethyl-5-phenylisoxazole-3-carboxylate (194 mg, 0.839 mmol) and 1N aqueous sodium hydroxide (1.26 mL, 1.258 mmol) in methanol (3 mL) was heated to 100° C. for 10 minutes under microwave. The reaction mixture was acidified with acetic acid until the pH was about 4. The mixture was concentrated, and the residue was suspended in water (2 mL) and stirred for 20 minutes. The solid was collected by vacuum filtration and dried to give 4-ethyl-5-phenylisoxazole-3-carboxylic acid (1... Run in CO (methanol). As a reaction SMILES: [CH2:1]([C:3]1[C:4]([C:14]([O:16]C)=[O:15])=[N:5][O:6][C:7]=1[C:8]1[CH:13]=[CH:12][CH:11]=[CH:10][CH:9]=1)[CH3:2].[OH-].[Na+].C(O)(=O)C>CO>[CH2:1]([C:3]1[C:4]([C:14]([OH:16])=[O:15])=[N:5][O:6][C:7]=1[C:8]1[CH:13]=[CH:12][CH:11]=[CH:10][CH:9]=1)[CH3:2] |f:1.2|. Isolated yield 81.2%. Reaction conditions: time 20 minute. The reactants are C(C)C=1C(=NOC1C1=CC=CC=C1)C(=O)OC (methyl 4-ethyl-5-phenylisoxazole-3-carboxylate), [OH-].[Na+] (sodium hydroxide), C(C)(=O)O (acetic acid). Yields the product C(C)C=1C(=NOC1C1=CC=CC=C1)C(=O)O (4-ethyl-5-phenylisoxazole-3-carboxylic acid). Starting materials: BrB(Br)Br, COc1cc(Br)c(Cl)cc1N, ClCCl. Product: Nc1cc(Cl)c(Br)cc1O. RXN SMILES: [B:12]([Br:13])([Br:14])[Br:15].[Br:1][c:2]1[c:3]([Cl:11])[cH:4][c:5]([NH2:6])[c:7]([O:9][CH3:10])[cH:8]1.[Cl:16][CH2:17][Cl:18]>>[Br:1][c:2]1[c:3]([Cl:11])[cH:4][c:5]([NH2:6])[c:7]([OH:9])[cH:8]1.